The task is: describe an organic reaction: reactants, conditions, products, and yield. This data is from the Open Reaction Database (ORD), a public repository of structured organic reaction records. Starting materials: Brc1ccc2ccccc2n1, C#CCCO, CC#N, C1CCC(NC2CCCCC2)CC1, [Cu]I. The product is OCCC#Cc1ccc2ccccc2n1. RXN SMILES: [Br:1][c:2]1[n:3][c:4]2[cH:5][cH:6][cH:7][cH:8][c:9]2[cH:10][cH:11]1.[CH2:12]([CH2:13][C:14]#[CH:15])[OH:16].[CH3:32][C:33]#[N:34].[CH:17]1([NH:18][CH:19]2[CH2:20][CH2:21][CH2:22][CH2:23][CH2:24]2)[CH2:25][CH2:26][CH2:27][CH2:28][CH2:29]1.[Cu:30][I:31]>>[c:2]1([C:15]#[C:14][CH2:13][CH2:12][OH:16])[n:3][c:4]2[cH:5][cH:6][cH:7][cH:8][c:9]2[cH:10][cH:11]1. Starting materials: CC1(Cc2ccccc2)C(=O)Nc2ccc(-c3cccc(Cl)c3)cc21, COc1ccc(P2(=S)SP(=S)(c3ccc(OC)cc3)S2)cc1, Cc1ccccc1. Yields the product CC1(Cc2ccccc2)C(=S)Nc2ccc(-c3cccc(Cl)c3)cc21. Reaction SMILES: [CH2:1]([c:2]1[cH:3][cH:4][cH:5][cH:6][cH:7]1)[C:8]1([CH3:25])[C:9](=[O:24])[NH:10][c:11]2[cH:12][cH:13][c:14](-[c:17]3[cH:18][c:19]([Cl:23])[cH:20][cH:21][cH:22]3)[cH:15][c:16]21.[CH3:26][O:27][c:28]1[cH:29][cH:30][c:31]([P:32]2(=[S:35])[S:33][P:34]([c:36]3[cH:37][cH:38][c:39]([O:40][CH3:41])[cH:42][cH:43]3)(=[S:44])[S:45]2)[cH:46][cH:47]1.[CH3:48][c:49]1[cH:50][cH:51][cH:52][cH:53][cH:54]1>>[CH2:1]([c:2]1[cH:3][cH:4][cH:5][cH:6][cH:7]1)[C:8]1([CH3:25])[C:9](=[S:35])[NH:10][c:11]2[cH:12][cH:13][c:14](-[c:17]3[cH:18][c:19]([Cl:23])[cH:20][cH:21][cH:22]3)[cH:15][c:16]21. The reactants are ClC1=NC=C(C(=N1)NC1=C(C(=O)NC)C=CC(=C1)[N+](=O)[O-])Cl (2-(2,5-Dichloro-pyrimidin-4-ylamino)-N-methyl-4-nitro-benzamide), Cl (HCl), [OH-].[Na+] (NaOH). Reagents/catalysts: [Fe] (Iron). Product: NC1=CC(=C(C(=O)NC)C=C1)NC1=NC(=NC=C1Cl)Cl (4-Amino-2-(2,5-dichloro-pyrimidin-4-ylamino)-N-methyl-benzamide). Yield: 60.1%. Reaction SMILES: [Cl:1][C:2]1[N:7]=[C:6]([NH:8][C:9]2[CH:18]=[C:17]([N+:19]([O-])=O)[CH:16]=[CH:15][C:10]=2[C:11]([NH:13][CH3:14])=[O:12])[C:5]([Cl:22])=[CH:4][N:3]=1.Cl.[OH-].[Na+]>[Fe]>[NH2:19][C:17]1[CH:16]=[CH:15][C:10]([C:11]([NH:13][CH3:14])=[O:12])=[C:9]([NH:8][C:6]2[C:5]([Cl:22])=[CH:4][N:3]=[C:2]([Cl:1])[N:7]=2)[CH:18]=1 |f:2.3|. Reported procedure: 2-(2,5-Dichloro-pyrimidin-4-ylamino)-N-methyl-4-nitro-benzamide (0.248 g, 0.72 mmol), Iron (0.202 g, 3.62 mmol), and HCl (3 mL, 0.1 mol) were heated at 50° C. for 1 h. The reaction mixture was neutralized with NaOH and extracted with CH2Cl2. The suspension was filtered, and the resulting solids were washed with CH2Cl2 and EtOAc. The combined organic layers were dried over MgSO4, filtered, and concentrated under reduced pressure to afford 135 mg (60%) title compound.